Dataset: the Open Reaction Database (ORD), a public repository of structured organic reaction records. Task: describe an organic reaction: reactants, conditions, products, and yield Reactants: C1CCOC1, O=[N+]([O-])c1ccccc1O, O, OCCCl, c1ccc(P(c2ccccc2)c2ccccc2)cc1. The product is O=[N+]([O-])c1ccccc1OCCCl. Reaction SMILES: [CH2:34]1[O:35][CH2:36][CH2:37][CH2:38]1.[N+:1](=[O:2])([O-:3])[c:4]1[c:5]([OH:10])[cH:6][cH:7][cH:8][cH:9]1.[OH2:39].[OH:11][CH2:12][CH2:13][Cl:14].[c:15]1([P:16]([c:17]2[cH:18][cH:19][cH:20][cH:21][cH:22]2)[c:23]2[cH:24][cH:25][cH:26][cH:27][cH:28]2)[cH:29][cH:30][cH:31][cH:32][cH:33]1>>[N+:1](=[O:2])([O-:3])[c:4]1[c:5]([O:10][CH2:12][CH2:13][Cl:14])[cH:6][cH:7][cH:8][cH:9]1. Reactants: N[C@@H](CCC(=O)OC)C(=O)N[C@H](C(=O)NCC1=CC=C(C=C1)I)CCC(=O)OC ((S)-methyl 4-amino-5-((S)-1-(4-iodobenzylamino)-5-methoxy-1,5-dioxopentan-2-ylamino)-5-oxopentanoate), N(=C=S)C1=CC=C(C=C1)S(=O)(=O)N (4-isothiocyanatobenzenesulfonamide), CCN(C(C)C)C(C)C (DIPEA). Solvent: C(C)#N (acetonitrile). Conditions: time 48 hour. The product is IC1=CC=C(CNC([C@H](CCC(=O)OC)NC([C@H](CCC(=O)OC)NC(=S)NC2=CC=C(C=C2)S(N)(=O)=O)=O)=O)C=C1 ((S)-methyl 5-(4-iodobenzylamino)-4-((S)-5-methoxy-5-oxo-2-(3-(4-sulfamoylphenyl)thioureido)pentanamido)-5-oxopentanoate). Reaction SMILES: [NH2:1][C@H:2]([C:9]([NH:11][C@@H:12]([CH2:24][CH2:25][C:26]([O:28][CH3:29])=[O:27])[C:13]([NH:15][CH2:16][C:17]1[CH:22]=[CH:21][C:20]([I:23])=[CH:19][CH:18]=1)=[O:14])=[O:10])[CH2:3][CH2:4][C:5]([O:7][CH3:8])=[O:6].[N:30]([C:33]1[CH:38]=[CH:37][C:36]([S:39]([NH2:42])(=[O:41])=[O:40])=[CH:35][CH:34]=1)=[C:31]=[S:32].CCN(C(C)C)C(C)C>C(#N)C>[I:23][C:20]1[CH:19]=[CH:18][C:17]([CH2:16][NH:15][C:13](=[O:14])[C@@H:12]([NH:11][C:9](=[O:10])[C@@H:2]([NH:1][C:31]([NH:30][C:33]2[CH:34]=[CH:35][C:36]([S:39](=[O:41])(=[O:40])[NH2:42])=[CH:37][CH:38]=2)=[S:32])[CH2:3][CH2:4][C:5]([O:7][CH3:8])=[O:6])[CH2:24][CH2:25][C:26]([O:28][CH3:29])=[O:27])=[CH:22][CH:21]=1. Reported procedure: A solution of (S)-methyl 4-(tert-butoxycarbonylamino)-5-((S)-1-(4-iodobenzylamino)-5-methoxy-1,5-dioxopentan-2-ylamino)-5-oxopentanoate (0.448 g, 0.723 mmol) in DCM (10 mL) and TFA (4.0 mL) was stirred at room temperature overnight. After the solvent was evaporated, the reaction mixture was diluted with DCM, washed with sat. K2CO3 and concentrated in vacuo to afford (S)-methyl 4-amino-5-((S)-1-(4-iodobenzylamino)-5-methoxy-1,5-dioxopentan-2-ylamino)-5-oxopentanoate. A solution of the above produ...